From a dataset of the Open Reaction Database (ORD), a public repository of structured organic reaction records. describe an organic reaction: reactants, conditions, products, and yield Reactants: BrCC1OCCO1, O=C([O-])[O-], CN(C)C=O, [K+], [K+], Nc1nc(S)nc2c1nc(O)n2Cc1ccccc1. Product: Nc1nc(SCC2OCCO2)nc2c1nc(O)n2Cc1ccccc1. As a reaction SMILES: [Br:26][CH2:27][CH:28]1[O:29][CH2:30][CH2:31][O:32]1.[C:20](=[O:21])([O-:22])[O-:23].[CH3:33][N:34]([CH3:35])[CH:36]=[O:37].[K+:24].[K+:25].[NH2:1][c:2]1[c:3]2[n:4][c:5]([OH:19])[n:6]([CH2:12][c:13]3[cH:14][cH:15][cH:16][cH:17][cH:18]3)[c:7]2[n:8][c:9]([SH:11])[n:10]1>>[NH2:1][c:2]1[c:3]2[n:4][c:5]([OH:19])[n:6]([CH2:12][c:13]3[cH:14][cH:15][cH:16][cH:17][cH:18]3)[c:7]2[n:8][c:9]([S:11][CH2:27][CH:28]2[O:29][CH2:30][CH2:31][O:32]2)[n:10]1. Reactants: CCCCCC (n-hexane), C1(=CC=CC=C1)C (toluene), C(C=C)N(C1=CC=CC=C1)C(C1=CC=CC=C1)=O (N-allyl-N-benzoyl aniline), solution, [OH-].[Na+] (sodium hydroxide). The reagents and catalysts are ClC(C(C)(P(C1=CC=CC=C1)C1=CC=CC=C1)P(C1=CC=CC=C1)C1=CC=CC=C1)Cl.[Ni] (nickel dichloro bis (diphenyl phosphino) propane). The solvent is C(C)OCC (diethyl ether). Conditions: time 2 hour. The product is C(C1=CC=CC=C1)(=O)NC1=CC=CC=C1 (N-benzoyl aniline). The yield is 0.1%. Reaction SMILES: CCCCCC.C1(C)C=CC=CC=1.C([N:17]([C:24](=[O:31])[C:25]1[CH:30]=[CH:29][CH:28]=[CH:27][CH:26]=1)[C:18]1[CH:23]=[CH:22][CH:21]=[CH:20][CH:19]=1)C=C.[OH-].[Na+]>ClC(Cl)C(P(C1C=CC=CC=1)C1C=CC=CC=1)(P(C1C=CC=CC=1)C1C=CC=CC=1)C.[Ni].C(OCC)C>[C:24]([NH:17][C:18]1[CH:23]=[CH:22][CH:21]=[CH:20][CH:19]=1)(=[O:31])[C:25]1[CH:26]=[CH:27][CH:28]=[CH:29][CH:30]=1 |f:3.4,5.6|. Reported procedure: Trimetyl alminum (0.98M n-hexane solution, 1.3 ml, 1.3 mmol) was added to an anhydrous toluene solution (2 ml) of N-allyl-N-benzoyl aniline (100 mg, 422 mmol) and nickel dichloro bis (diphenyl phosphino) propane (9 mg, 17 mmol) under ice cooling, and the mixture was refluxed for 7 hours. After the reaction, diethyl ether (3 ml) and a 0.5N solution (1.3 ml) of sodium hydroxide were added under ice cooling, and the mixture was stirred at room temperature for 2 hours. The reaction solution was drie... Reactants: ClC1=NC=CC(=C1)C#CC=1N=C(NC1)C (2-chloro-4-(2-methyl-1H-imidazol-4-ylethynyl)-pyridine), FC=1C=C(C=CC1)B(O)O (3-fluorobenzene boronic acid). The product is ClC1=NC=CC(=C1)C#CC=1N=C(N(C1)C1=CC(=CC=C1)F)C (2-Chloro-4-[1-(3-fluoro-phenyl)-2-methyl-1H-imidazol-4-ylethynyl]-pyridine). Reaction SMILES: [Cl:1][C:2]1[CH:7]=[C:6]([C:8]#[C:9][C:10]2[N:11]=[C:12]([CH3:15])[NH:13][CH:14]=2)[CH:5]=[CH:4][N:3]=1.[F:16][C:17]1[CH:18]=[C:19](B(O)O)[CH:20]=[CH:21][CH:22]=1>>[Cl:1][C:2]1[CH:7]=[C:6]([C:8]#[C:9][C:10]2[N:11]=[C:12]([CH3:15])[N:13]([C:21]3[CH:20]=[CH:19][CH:18]=[C:17]([F:16])[CH:22]=3)[CH:14]=2)[CH:5]=[CH:4][N:3]=1. Procedure: The title compound, MS: m/e=312.5 (M+H+), was prepared in accordance with the general method of example 7 from 2-chloro-4-(2-methyl-1H-imidazol-4-ylethynyl)-pyridine and 3-fluorobenzene boronic acid. Starting materials: COCC1=NC=CC=C1 (2-(methoxymethyl)pyridine), Cl (hydrochloric acid), C1(=CC=CC=C1)[Li] (phenyl lithium), C(C=C)N=C=S (allyl isothiocyanate). The solvent is O (water), C1=CC=CC=C1 (benzene), C1=CC=CC=C1 (benzene), C1=CC=CC=C1 (benzene). Reaction conditions: temperature 0 celsius, time 1 hour. Product: C(C=C)NC(C(C1=NC=CC=C1)OC)=S (N-allyl-2-methoxy-2-(2-pyridyl)thioacetamide). As a reaction SMILES: [CH3:1][O:2][CH2:3][C:4]1[CH:9]=[CH:8][CH:7]=[CH:6][N:5]=1.C1([Li])C=CC=CC=1.[CH2:17]([N:20]=[C:21]=[S:22])[CH:18]=[CH2:19].Cl>O.C1C=CC=CC=1>[CH2:17]([NH:20][C:21](=[S:22])[CH:3]([O:2][CH3:1])[C:4]1[CH:9]=[CH:8][CH:7]=[CH:6][N:5]=1)[CH:18]=[CH2:19]. Reported procedure: A solution of 9.95 g. (0.081 mole) of 2-(methoxymethyl)pyridine in 80 ml. of dry benzene is added dropwise to a chilled solution of 40 ml. (0.084 mole) of phenyl lithium in 80 ml. of dry benzene. The mixture is stirred at 0° C. for 1 hour after the addition is complete. Then 8.02 g. of allyl isothiocyanate in 50 ml. of benzene is added dropwise and the mixture is allowed to come to room temperature gradually. The mixture is then diluted with 500 ml. of water and acidified with 10% hydrochloric a... The reactants are C(C)(C)C1=CC=C(C=C1)O (4-isopropyl-phenol), C(Cl)C1CO1 (epichlorohydrin). The product is C(C)(C)C1=CC=C(OCC2OC2)C=C1 (2-(4-Isopropyl-phenoxymethyl)-oxirane). As a reaction SMILES: [CH:1]([C:4]1[CH:9]=[CH:8][C:7]([OH:10])=[CH:6][CH:5]=1)([CH3:3])[CH3:2].[CH2:11]([CH:13]1[O:15][CH2:14]1)Cl>>[CH:1]([C:4]1[CH:9]=[CH:8][C:7]([O:10][CH2:11][CH:13]2[CH2:14][O:15]2)=[CH:6][CH:5]=1)([CH3:3])[CH3:2]. Procedure details: The title compound was prepared from 4-isopropyl-phenol and epichlorohydrin employing the procedures as set forth in Step 1 of Example 2. The reactants are C(C)(C)(C)OC(N(CC1(CC1)C1=CC=C(C=C1)CO)CCCCCCC)=O (heptyl-[1-(4-hydroxymethyl-phenyl)-cyclopropylmethyl]-carbamic acid tert-butyl ester). The reagents and catalysts are [O-2].[O-2].[Mn+4] (manganese dioxide), [O-2].[O-2].[Mn+4] (manganese dioxide). The solvent is C(C)OCC (diethyl ether). Run at time 2 hour. Yields the product C(C)(C)(C)OC(N(CCCCCCC)CC1(CC1)C1=CC=C(C=C1)C=O)=O ([1-(4-formyl-phenyl)-cyclopropylmethyl]-heptyl-carbamic acid tert-butyl ester). Isolated yield 76.5%. As a reaction SMILES: [C:1]([O:5][C:6](=[O:27])[N:7]([CH2:20][CH2:21][CH2:22][CH2:23][CH2:24][CH2:25][CH3:26])[CH2:8][C:9]1([C:12]2[CH:17]=[CH:16][C:15]([CH2:18][OH:19])=[CH:14][CH:13]=2)[CH2:11][CH2:10]1)([CH3:4])([CH3:3])[CH3:2]>C(OCC)C.[O-2].[O-2].[Mn+4]>[C:1]([O:5][C:6](=[O:27])[N:7]([CH2:8][C:9]1([C:12]2[CH:17]=[CH:16][C:15]([CH:18]=[O:19])=[CH:14][CH:13]=2)[CH2:11][CH2:10]1)[CH2:20][CH2:21][CH2:22][CH2:23][CH2:24][CH2:25][CH3:26])([CH3:2])([CH3:3])[CH3:4] |f:2.3.4|. Procedure: To a stirred solution of heptyl-[1-(4-hydroxymethyl-phenyl)-cyclopropylmethyl]-carbamic acid tert-butyl ester (850 mg, 2.24 mmol) in anhydrous diethyl ether (25 mL) under an nitrogen atmosphere was added activated manganese dioxide (Aldrich, 2.25 g). The solution was allowed to stir at room temperature for 2 hours. An additional 1 g of manganese dioxide was added and the mixture was stirred for 2 hours. The heterogeneous black mixture was filtered through a Celite plug and was washed exhaustivel... Reactants: COC(CCCCCCOS(=O)(=O)C1=CC=C(C=C1)C)(C1=CC=C(C=C1)C(F)(F)F)OC (Toluene-4-sulfonic acid 7,7-dimethoxy-7-[4-(trifluoromethyl)phenyl]heptyl ester), N (NH3). The solvent is CO (methanol). Conditions: time 72 hour. The product is COC(CCCCCCN)(C1=CC=C(C=C1)C(F)(F)F)OC (7,7-dimethoxy-7-[4-(trifluoromethyl)phenyl]heptylamine). As a reaction SMILES: [CH3:1][O:2][C:3]([O:31][CH3:32])([C:21]1[CH:26]=[CH:25][C:24]([C:27]([F:30])([F:29])[F:28])=[CH:23][CH:22]=1)[CH2:4][CH2:5][CH2:6][CH2:7][CH2:8][CH2:9]OS(C1C=CC(C)=CC=1)(=O)=O.[NH3:33]>CO>[CH3:1][O:2][C:3]([O:31][CH3:32])([C:21]1[CH:26]=[CH:25][C:24]([C:27]([F:30])([F:29])[F:28])=[CH:23][CH:22]=1)[CH2:4][CH2:5][CH2:6][CH2:7][CH2:8][CH2:9][NH2:33]. Procedure: Toluene-4-sulfonic acid 7,7-dimethoxy-7-[4-(trifluoromethyl)phenyl]heptyl ester (1.82 g, 3.835 mmol) was dissolved in a magnetically stirred solution of 7 M NH3 in methanol (30 ml) and stirred at room temperature for 72 hours. After removal of the solvent in vacuo, the residue was dissolved again in dichloromethane and washed with saturated aqueous NaHCO3. The organic layer was subsequently dried over Na2SO4, filtered and concentrated in vacuo to give crude 7,7-dimethoxy-7-[4-(trifluoromethyl)ph... Reported procedure: In DMF (5 ml) were dissolved 7-fluoro-1-isoquinolinecarboxylic acid (250 mg, 1.31 mmol), methyl 4-amino-3-chlorophenylacetate (262 mg, 1.31 mmol), HOBt (catalytic amount), and DMAP (192 m g, 1.57 mmol). To the resulting solution was added EDC HCl (290 mg, 6.93 mmol), followed by stirring at room temperature for 14 hours. The reaction mixture was poured into water (20 ml). The crystals thus precipitated were collected by filtration under reduced pressure, washed with ether and then dried under re... The reagents and catalysts are CN(C)C=1C=CN=CC1 (DMAP). The reactants are CCN=C=NCCCN(C)C.Cl (EDC HCl), FC1=CC=C2C=CN=C(C2=C1)C(=O)O (7-fluoro-1-isoquinolinecarboxylic acid), NC1=C(C=C(C=C1)CC(=O)OC)Cl (methyl 4-amino-3-chlorophenylacetate), C=1C=CC2=C(C1)N=NN2O (HOBt). Yield: 51.2%. Yields the product ClC=1C=C(C=CC1NC(=O)C1=NC=CC2=CC=C(C=C12)F)CC(=O)OC (methyl (3-chloro-4-((7-fluoro-1-isoquinolinylcarbonyl)amino)phenyl)acetate). RXN SMILES: [F:1][C:2]1[CH:11]=[C:10]2[C:5]([CH:6]=[CH:7][N:8]=[C:9]2[C:12]([OH:14])=O)=[CH:4][CH:3]=1.[NH2:15][C:16]1[CH:21]=[CH:20][C:19]([CH2:22][C:23]([O:25][CH3:26])=[O:24])=[CH:18][C:17]=1[Cl:27].C1C=CC2N(O)N=NC=2C=1.CCN=C=NCCCN(C)C.Cl>CN(C=O)C.CN(C1C=CN=CC=1)C.O>[Cl:27][C:17]1[CH:18]=[C:19]([CH2:22][C:23]([O:25][CH3:26])=[O:24])[CH:20]=[CH:21][C:16]=1[NH:15][C:12]([C:9]1[C:10]2[C:5](=[CH:4][CH:3]=[C:2]([F:1])[CH:11]=2)[CH:6]=[CH:7][N:8]=1)=[O:14] |f:3.4|. Reaction conditions: time 14 hour. Run in O (water), CN(C)C=O (DMF). Starting materials: COC(=O)C=P(c1ccccc1)(c1ccccc1)c1ccccc1, ClCCl, O=C1COC1. Product: COC(=O)C=C1COC1. Reaction SMILES: [CH3:6][O:7][C:8](=[O:9])[CH:10]=[P:11]([c:12]1[cH:13][cH:14][cH:15][cH:16][cH:17]1)([c:18]1[cH:19][cH:20][cH:21][cH:22][cH:23]1)[c:24]1[cH:25][cH:26][cH:27][cH:28][cH:29]1.[Cl:30][CH2:31][Cl:32].[O:1]1[CH2:2][C:3](=[O:5])[CH2:4]1>>[O:1]1[CH2:2][C:3](=[CH:10][C:8]([O:7][CH3:6])=[O:9])[CH2:4]1.